Dataset: the Open Reaction Database (ORD), a public repository of structured organic reaction records. Task: describe an organic reaction: reactants, conditions, products, and yield Starting materials: Clc1ccccc1Cl, O=S(=O)(O)Cl, [Zn]. Yields the product Sc1cccc(Cl)c1Cl. RXN SMILES: [Cl:6][c:7]1[c:8]([Cl:13])[cH:9][cH:10][cH:11][cH:12]1.[S:1]([Cl:2])(=[O:3])(=[O:4])[OH:5].[Zn:14]>>[SH:1][c:9]1[c:8]([Cl:13])[c:7]([Cl:6])[cH:12][cH:11][cH:10]1. The reactants are BrC1=CN=C2N1N=C(C=C2)NCCC (3 -Bromo-N-propylimidazo[1,2-b]pyridazin-6-amine), CC=1C=C(SC1)B(O)O (4-methylthiophene-2-boronic acid). Yields the product CC=1C=C(SC1)C1=CN=C2N1N=C(C=C2)NCCC (3-(4-Methylthiophen-2-yl)-N-propylimidazo[1,2-b]pyridazin-6-amine). Yield: 16.0%. RXN SMILES: Br[C:2]1[N:6]2[N:7]=[C:8]([NH:11][CH2:12][CH2:13][CH3:14])[CH:9]=[CH:10][C:5]2=[N:4][CH:3]=1.[CH3:15][C:16]1[CH:17]=[C:18](B(O)O)[S:19][CH:20]=1>>[CH3:15][C:16]1[CH:17]=[C:18]([C:2]2[N:6]3[N:7]=[C:8]([NH:11][CH2:12][CH2:13][CH3:14])[CH:9]=[CH:10][C:5]3=[N:4][CH:3]=2)[S:19][CH:20]=1. Reported procedure: Prepared from the product of step A and 4-methylthiophene-2-boronic acid according to general procedure 2 providing the title compound (30 mg, 16%) as a brown solid: 1H NMR (500 MHz, CD3OD) δ 7.61 (s, 1H), 7.45 (m, 2H), 6.90 (t, J=1.1 Hz, 1H), 6.55 (d, J=9.6 Hz, 1H), 3.31 (t, J=7.1 Hz, 2H), 2.20 (s, 3H), 1.66 (sext, J=7.2 Hz, 2H), 0.95 (t, J=7.4 Hz, 3H); 13C NMR (125 MHz, CD3OD) δ 155.5, 138.5, 137.6, 130.9, 127.7, 126.8, 125.7, 125.4, 121.4, 113.6, 44.8, 22.9, 15.6, 12.0; HPLC tR=13.5 min (Luna... The reactants are C(CC)(=O)C=1C=CC2=C(NC(C(O2)C)=O)C1 (6-(Propionyl)-2-methyl-1,4-benzoxazin-3-(4H)-one), [BH4-].[Na+] (sodium borohydride). The solvent is C(C)O.C1CCOC1 (ethanol THF). Yields the product OC(CC)C=1C=CC2=C(NC(C(O2)C)=O)C1 (6-(1-Hydroxyprop-1-yl)-2-methyl-1,4-benzoxazin-3-(4H)-one). Isolated yield 95.0%. RXN SMILES: [C:1]([C:5]1[CH:6]=[CH:7][C:8]2[O:13][CH:12]([CH3:14])[C:11](=[O:15])[NH:10][C:9]=2[CH:16]=1)(=[O:4])[CH2:2][CH3:3].[BH4-].[Na+]>C(O)C.C1COCC1>[OH:4][CH:1]([C:5]1[CH:6]=[CH:7][C:8]2[O:13][CH:12]([CH3:14])[C:11](=[O:15])[NH:10][C:9]=2[CH:16]=1)[CH2:2][CH3:3] |f:1.2,3.4|. Procedure: 6-(Propionyl)-2-methyl-1,4-benzoxazin-3-(4H)-one (1.1 g) is stirred with a half equivalent of sodium borohydride in 30 ml of ethanol/THF 1:1 for three hours at room temperature. The mixture is poured onto water, extracted with ethyl acetate, the organic phase is dried with magnesium sulfate and concentrated by evaporation. A yield of 95% results. Isolated yield 23.6%. Yields the product FC(C=1C=C(CN(C(=O)N2CCN(CC[C@@H]2C2=C(C=C(C=C2)F)C)C)C)C=C(C1)C(F)(F)F)(F)F (7-(R)-(4-fluoro-2-methyl-phenyl)-4-methyl-[1,4]-diazepane-1-carboxylic acid, (3,5-bis-trifluoromethyl-benzyl)-methylamide). As a reaction SMILES: Cl.[F:2][C:3]([F:35])([F:34])[C:4]1[CH:5]=[C:6]([CH:27]=[C:28]([C:30]([F:33])([F:32])[F:31])[CH:29]=1)[CH2:7][N:8]([CH3:26])[C:9]([N:11]1[C@@H:17]([C:18]2[CH:23]=[CH:22][C:21]([F:24])=[CH:20][C:19]=2[CH3:25])[CH2:16][CH2:15][NH:14][CH2:13][CH2:12]1)=[O:10].C=O.[C:38](OC(OC(=O)C)(OC(=O)C)C(O[BH3-])=O)(=O)C.[Na+]>ClCCCl>[F:35][C:3]([F:34])([F:2])[C:4]1[CH:5]=[C:6]([CH:27]=[C:28]([C:30]([F:32])([F:33])[F:31])[CH:29]=1)[CH2:7][N:8]([CH3:26])[C:9]([N:11]1[C@@H:17]([C:18]2[CH:23]=[CH:22][C:21]([F:24])=[CH:20][C:19]=2[CH3:25])[CH2:16][CH2:15][N:14]([CH3:38])[CH2:13][CH2:12]1)=[O:10] |f:0.1,3.4|. Starting materials: Cl.FC(C=1C=C(CN(C(=O)N2CCNCC[C@@H]2C2=C(C=C(C=C2)F)C)C)C=C(C1)C(F)(F)F)(F)F (7-(R)-(4-Fluoro-2-methyl-phenyl)-[1,4]-diazepane-1-carboxylic acid, (3,5-bis-trifluoromethyl-benzyl)-methylamide hydrochloride), C=O (formaldehyde), C(C)(=O)OC(C(=O)O[BH3-])(OC(C)=O)OC(C)=O.[Na+] (sodium triacetoxyacetoxyborohydride). Solvent: ClCCCl (1,2-dichloroethane). Procedure: A mixture of example 2 (53 mg), aqueous formaldehyde (33 μL) and sodium triacetoxyacetoxyborohydride (50 mg) in anhydrous 1,2-dichloroethane (2 mL) was stirred at r.t. overnight. The mixture was washed with water (2 mL) and brine (2 mL) and concentrated in vacuo. The residue was purified by flash chromatography (AcOEt 100%) to give 7-(R)-(4-fluoro-2-methyl-phenyl)-4-methyl-[1,4]-diazepane-1-carboxylic acid, (3,5-bis-trifluoromethyl-benzyl)-methylamide (12 mg). Starting materials: C=CCOC(=O)NC1CC(=O)OC1OCC, CCOC(C)=O, ClCCl, On1nnc2ccccc21, O=C(O)CN1CC=CCC(NC(=O)c2nccc3ccccc23)C1=O, c1ccc(P(c2ccccc2)(c2ccccc2)[Pd](P(c2ccccc2)(c2ccccc2)c2ccccc2)(P(c2ccccc2)(c2ccccc2)c2ccccc2)P(c2ccccc2)(c2ccccc2)c2ccccc2)cc1. Product: CCOC1OC(=O)CC1NC(=O)CN1CC=CCC(NC(=O)c2nccc3ccccc23)C1=O. As a reaction SMILES: [CH2:1]([O:2][C:5]([NH:6][CH:7]1[CH:8]([O:13][CH2:14][CH3:15])[O:9][C:10](=[O:12])[CH2:11]1)=[O:16])[CH:3]=[CH2:4].[CH3:55][CH2:56][O:57][C:58]([CH3:59])=[O:60].[Cl:52][CH2:53][Cl:54].[OH:42][n:43]1[c:44]2[cH:45][cH:46][cH:47][cH:48][c:49]2[n:50][n:51]1.[c:17]1([C:27](=[O:28])[NH:29][CH:30]2[C:31](=[O:41])[N:32]([CH2:37][C:38]([OH:39])=[O:40])[CH2:33][CH:34]=[CH:35][CH2:36]2)[n:18][cH:19][cH:20][c:21]2[cH:22][cH:23][cH:24][cH:25][c:26]12.[cH:61]1[cH:62][cH:63][c:64]([P:65]([Pd:66]([P:67]([c:68]2[cH:69][cH:70][cH:71][cH:72][cH:73]2)([c:74]2[cH:75][cH:76][cH:77][cH:78][cH:79]2)[c:80]2[cH:81][cH:82][cH:83][cH:84][cH:85]2)([P:86]([c:87]2[cH:88][cH:89][cH:90][cH:91][cH:92]2)([c:93]2[cH:94][cH:95][cH:96][cH:97][cH:98]2)[c:99]2[cH:100][cH:101][cH:102][cH:103][cH:104]2)[P:105]([c:106]2[cH:107][cH:108][cH:109][cH:110][cH:111]2)([c:112]2[cH:113][cH:114][cH:115][cH:116][cH:117]2)[c:118]2[cH:119][cH:120][cH:121][cH:122][cH:123]2)([c:124]2[cH:125][cH:126][cH:127][cH:128][cH:129]2)[c:130]2[cH:131][cH:132][cH:133][cH:134][cH:135]2)[cH:136][cH:137]1>>[C:5]([NH:6][CH:7]1[CH:8]([O:13][CH2:14][CH3:15])[O:9][C:10](=[O:12])[CH2:11]1)(=[O:16])[CH2:37][N:32]1[C:31](=[O:41])[CH:30]([NH:29][C:27]([c:17]2[n:18][cH:19][cH:20][c:21]3[cH:22][cH:23][cH:24][cH:25][c:26]23)=[O:28])[CH2:36][CH:35]=[CH:34][CH2:33]1.